Dataset: the Open Reaction Database (ORD), a public repository of structured organic reaction records. Task: describe an organic reaction: reactants, conditions, products, and yield The reactants are COC1=CC=C(C=C1)C1=C(N=C2N(C1=O)C=CS2)C (6-(4-Methoxyphenyl)-7-methyl-5H-[1,3]thiazolo[3,2-a]pyrimidin-5-one), Br (HBr). The solvent is C(C)(=O)O (acetic acid). Yields the product OC1=CC=C(C=C1)C1=C(N=C2N(C1=O)C=CS2)C (6-(4-Hydroxyphenyl)-7-methyl-5H-[1,3]thiazolo[3,2-a]pyrimidin-5-one). Isolated yield 65.5%. Reaction SMILES: C[O:2][C:3]1[CH:8]=[CH:7][C:6]([C:9]2[C:14](=[O:15])[N:13]3[CH:16]=[CH:17][S:18][C:12]3=[N:11][C:10]=2[CH3:19])=[CH:5][CH:4]=1.Br>C(O)(=O)C>[OH:2][C:3]1[CH:4]=[CH:5][C:6]([C:9]2[C:14](=[O:15])[N:13]3[CH:16]=[CH:17][S:18][C:12]3=[N:11][C:10]=2[CH3:19])=[CH:7][CH:8]=1. Procedure details: Intermediate 9 (4.8 g, 17.726 mmol) was treated with HBr (35 ml) and acetic acid (35 ml) at room temperature and the reaction mixture was then heated to reflux overnight for 15.0 g. After completion of the reaction, the mixture was concentrated and basified with NaHCO3 and extracted with ethyl acetate. Combined organic layer was washed with water, brine, dried over anhydrous Na2SO4 purified using 5% CH3OH in chloroform to afford 3.0 g of the desired compound; 1H NMR (300 MHz, DMSO-d6) δ 2.17 (s,... The reactants are O=C([O-])[O-], CCOC(=O)CP(=O)(OCC)OCC, CCO, CCOC(C)=O, CC1CN(C(=O)COc2ccc(Cl)cc2C=O)C(C)CN1Cc1ccc(F)cc1, [K+], [K+]. Product: CCOC(=O)C=Cc1cc(Cl)ccc1OCC(=O)N1CC(C)N(Cc2ccc(F)cc2)CC1C. As a reaction SMILES: [C:30](=[O:31])([O-:32])[O-:33].[CH3:36][CH2:37][O:38][C:39](=[O:40])[CH2:41][P:42]([O:43][CH2:44][CH3:45])([O:46][CH2:47][CH3:48])=[O:49].[CH3:50][CH2:51][OH:52].[CH3:53][CH2:54][O:55][C:56](=[O:57])[CH3:58].[Cl:1][c:2]1[cH:3][cH:4][c:5]([O:10][CH2:11][C:12](=[O:13])[N:14]2[CH:15]([CH3:29])[CH2:16][N:17]([CH2:21][c:22]3[cH:23][cH:24][c:25]([F:28])[cH:26][cH:27]3)[CH:18]([CH3:20])[CH2:19]2)[c:6]([CH:7]=[O:8])[cH:9]1.[K+:34].[K+:35]>>[Cl:1][c:2]1[cH:3][cH:4][c:5]([O:10][CH2:11][C:12](=[O:13])[N:14]2[CH:15]([CH3:29])[CH2:16][N:17]([CH2:21][c:22]3[cH:23][cH:24][c:25]([F:28])[cH:26][cH:27]3)[CH:18]([CH3:20])[CH2:19]2)[c:6]([CH:7]=[CH:41][C:39]([O:38][CH2:37][CH3:36])=[O:40])[cH:9]1.